Dataset: the Open Reaction Database (ORD), a public repository of structured organic reaction records. Task: describe an organic reaction: reactants, conditions, products, and yield Procedure: A cooled (0° C.) slightly yellow solution of methyl 5-([1,1′-biphenyl]-2-yl)-5-(1,1-dimethylethylsulfinamido)pentanoate (270 mg; 0.69 mmol) in MeOH (4 ml) was treated dropwise with a solution of 4 M HCl in 1,4-dioxane (0.35 ml; 1.40 mmol). The resulting yellow mixture was further stirred at 0° C., under nitrogen, for 10 min., and then at rt for 1 h. The reaction mixture was then concentrated to dryness under reduced pressure and the colorless solid residue was further dried under HV to give the ... Reactants: Cl (HCl), O1CCOCC1 (1,4-dioxane), C1(=C(C=CC=C1)C(CCCC(=O)OC)NS(=O)C(C)(C)C)C1=CC=CC=C1 (methyl 5-([1,1′-biphenyl]-2-yl)-5-(1,1-dimethylethylsulfinamido)pentanoate). Solvent: CO (MeOH). Product: C1(=C(C=CC=C1)C(CCCC(=O)OC)N)C1=CC=CC=C1 (methyl 5-([1,1′-biphenyl]-2-yl)-5-aminopentanoate). As a reaction SMILES: [C:1]1([C:22]2[CH:27]=[CH:26][CH:25]=[CH:24][CH:23]=2)[CH:6]=[CH:5][CH:4]=[CH:3][C:2]=1[CH:7]([NH:15]S(C(C)(C)C)=O)[CH2:8][CH2:9][CH2:10][C:11]([O:13][CH3:14])=[O:12].Cl.O1CCOCC1>CO>[C:1]1([C:22]2[CH:27]=[CH:26][CH:25]=[CH:24][CH:23]=2)[CH:6]=[CH:5][CH:4]=[CH:3][C:2]=1[CH:7]([NH2:15])[CH2:8][CH2:9][CH2:10][C:11]([O:13][CH3:14])=[O:12]. Reaction conditions: temperature 0 celsius, time 10 minute. Starting materials: O=C([O-])[O-], [K+], [K+], N#Cc1ccc(C2OCCCO2)c(F)c1, CN(C)C=O, OCCS. The product is N#Cc1ccc(C2OCCCO2)c(SCCO)c1. RXN SMILES: [C:20](=[O:21])([O-:22])[O-:23].[K+:24].[K+:25].[O:1]1[CH:2]([c:7]2[c:8]([F:15])[cH:9][c:10]([C:11]#[N:12])[cH:13][cH:14]2)[O:3][CH2:4][CH2:5][CH2:6]1.[O:26]=[CH:27][N:28]([CH3:29])[CH3:30].[SH:16][CH2:17][CH2:18][OH:19]>>[O:1]1[CH:2]([c:7]2[c:8]([S:16][CH2:17][CH2:18][OH:19])[cH:9][c:10]([C:11]#[N:12])[cH:13][cH:14]2)[O:3][CH2:4][CH2:5][CH2:6]1. Starting materials: C#CCCC1(C)OCCO1, ClCCCBr, ClCCCI, [Li], [NH2-], N. Yields the product CC1(CCC#CCCCCl)OCCO1. RXN SMILES: [CH3:1][C:2]1([CH2:7][CH2:8][C:9]#[CH:10])[O:3][CH2:4][CH2:5][O:6]1.[Cl:11][CH2:12][CH2:13][CH2:14][Br:15].[Cl:16][CH2:17][CH2:18][CH2:19][I:20].[Li:21].[NH2-:22].[NH3:23]>>[CH3:1][C:2]1([CH2:7][CH2:8][C:9]#[C:10][CH2:14][CH2:13][CH2:12][Cl:11])[O:3][CH2:4][CH2:5][O:6]1. The product is C1=CC(=C(C=C1N=[N+]=[N-])[N+](=O)[O-])NCCCCCC(=O)NCCCCCCNC2=C(C=C(C=C2)[N+](=O)[O-])[N+](=O)[O-] (photo-DNP). RXN SMILES: NCCCN(C)[CH2:6][CH2:7][CH2:8][NH:9][C:10]1[CH:15]=[CH:14][C:13]([N:16]=[N+:17]=[N-:18])=[CH:12][C:11]=1[N+:19]([O-:21])=[O:20].F[C:24]1[CH:29]=[CH:28][C:27]([N+:30]([O-:32])=[O:31])=[CH:26][C:25]=1[N+:33]([O-:35])=[O:34].[N:36]1[CH:41]=[CH:40][CH:39]=[CH:38][CH:37]=1.[OH2:42]>>[CH:14]1[C:13]([N:16]=[N+:17]=[N-:18])=[CH:12][C:11]([N+:19]([O-:21])=[O:20])=[C:10]([NH:9][CH2:8][CH2:7][CH2:6][CH2:6][CH2:7][C:8]([NH:9][CH2:10][CH2:37][CH2:38][CH2:39][CH2:40][CH2:41][NH:36][C:24]2[CH:29]=[CH:28][C:27]([N+:30]([O-:32])=[O:31])=[CH:26][C:25]=2[N+:33]([O-:35])=[O:34])=[O:42])[CH:15]=1 |f:2.3|. Starting materials: NCCCN(CCCNC1=C(C=C(C=C1)N=[N+]=[N-])[N+](=O)[O-])C (N-(3-aminopropyl)-N'-(4-azido-2-nitrophenyl)-N-methyl-1,3-propane diamine), FC1=C(C=C(C=C1)[N+](=O)[O-])[N+](=O)[O-] (1-fluoro-2,4-dinitrobenzene), O.N1=CC=CC=C1 (pyridine water), N1=CC=CC=C1.O (pyridine water). Procedure: Crude N-(3-aminopropyl)-N'-(4-azido-2-nitrophenyl)-N-methyl-1,3-propane diamine (300 mg, approx. 1 mmol) was dissolved with stirring at room temp. in 70% pyridine-water (5 ml). A solution of 1-fluoro-2,4-dinitrobenzene (110 mg, 1 mmol) in 70% pyridine water (5 ml) was added in one portion with stirring. An orange red precipitate began to form at once and the reaction mix was stirred at room temp. overnight. The mixture was then concentrated on a rotary evaporator to an oil which was dissolved in... Reactants: C(=O)([O-])[O-].[Na+].[Na+] (Na2CO3), O (H2O), C(C)(C)(C)OC(N(C=1N=CSC1)S(=O)(=O)C1=C(C=C(C(=C1)Cl)OC=1C=NC(=CC1C1=CC(=NC=C1)F)Cl)F)=O (tert-butyl((5-chloro-4-((6-chloro-2′-fluoro-[4,4′-bipyridin]-3-yl)oxy)-2-fluorophenyl)sulfonyl)(thiazol-4-yl)carbamate), FC=1C=C(C=CC1)B(O)O ((3-fluorophenyl)boronic acid). Reagents/catalysts: C=1C=CC(=CC1)[P](C=2C=CC=CC2)(C=3C=CC=CC3)[Pd]([P](C=4C=CC=CC4)(C=5C=CC=CC5)C=6C=CC=CC6)([P](C=7C=CC=CC7)(C=8C=CC=CC8)C=9C=CC=CC9)[P](C=1C=CC=CC1)(C=1C=CC=CC1)C=1C=CC=CC1 (Pd(PPh3)4). Solvent: CN(C=O)C (N,N-dimethylformamide). Conditions: time 5 minute. The product is ClC=1C(=CC(=C(C1)S(=O)(=O)NC=1N=CSC1)F)OC=1C=NC(=CC1C1=CC(=NC=C1)F)C1=CC(=CC=C1)F (5-chloro-2-fluoro-4-((2′-fluoro-6-(3-fluorophenyl)-[4,4′-bipyridin]-3-yl)oxy)-N-(thiazol-4-yl)benzenesulfonamide). The yield is 29.0%. RXN SMILES: C(OC(=O)[N:7]([S:13]([C:16]1[CH:21]=[C:20]([Cl:22])[C:19]([O:23][C:24]2[CH:25]=[N:26][C:27](Cl)=[CH:28][C:29]=2[C:30]2[CH:35]=[CH:34][N:33]=[C:32]([F:36])[CH:31]=2)=[CH:18][C:17]=1[F:38])(=[O:15])=[O:14])[C:8]1[N:9]=[CH:10][S:11][CH:12]=1)(C)(C)C.[F:40][C:41]1[CH:42]=[C:43](B(O)O)[CH:44]=[CH:45][CH:46]=1.C([O-])([O-])=O.[Na+].[Na+].O>CN(C)C=O.C1C=CC([P]([Pd]([P](C2C=CC=CC=2)(C2C=CC=CC=2)C2C=CC=CC=2)([P](C2C=CC=CC=2)(C2C=CC=CC=2)C2C=CC=CC=2)[P](C2C=CC=CC=2)(C2C=CC=CC=2)C2C=CC=CC=2)(C2C=CC=CC=2)C2C=CC=CC=2)=CC=1>[Cl:22][C:20]1[C:19]([O:23][C:24]2[CH:25]=[N:26][C:27]([C:45]3[CH:44]=[CH:43][CH:42]=[C:41]([F:40])[CH:46]=3)=[CH:28][C:29]=2[C:30]2[CH:35]=[CH:34][N:33]=[C:32]([F:36])[CH:31]=2)=[CH:18][C:17]([F:38])=[C:16]([S:13]([NH:7][C:8]2[N:9]=[CH:10][S:11][CH:12]=2)(=[O:15])=[O:14])[CH:21]=1 |f:2.3.4,^1:65,67,86,105|. Reported procedure: 20 mg (0.03 mmol) of tert-butyl((5-chloro-4-((6-chloro-2′-fluoro-[4,4′-bipyridin]-3-yl)oxy)-2-fluorophenyl)sulfonyl)(thiazol-4-yl)carbamate was dissolved in 3 mL of N,N-dimethylformamide, and 6.8 mg (0.05 mmol) of (3-fluorophenyl)boronic acid was added thereto, and then 3.7 mg (10 mol %) of Pd(PPh3)4, 10 mg (0.10 mmol) of Na2CO3, and 1 mL of H2O were added thereto. After reacting with microwave reactor at 120° C. for 5 minutes, the solvent was removed, and the remaining material was diluted with...